This data is from the Open Reaction Database (ORD), a public repository of structured organic reaction records. The task is: describe an organic reaction: reactants, conditions, products, and yield Reactants: Cl (HCl), ClC1=C2C=C(NC2=CC(=C1)Cl)C(=O)OCC (ethyl 4,6-dichloro-1H-indole-2-carboxylate), C1CCOC1 (THF), C1CCOC1 (THF), O[Li].O (LiOH.H2O). Run in O (water), O (water). Run at time 18 hour. The product is ClC1=C2C=C(NC2=CC(=C1)Cl)C(=O)O (4,6-dichloro-1H-indole-2-carboxylic acid). Yield: 87.5%. Reaction SMILES: [Cl:1][C:2]1[CH:10]=[C:9]([Cl:11])[CH:8]=[C:7]2[C:3]=1[CH:4]=[C:5]([C:12]([O:14]CC)=[O:13])[NH:6]2.C1COCC1.O[Li].O.Cl>O>[Cl:1][C:2]1[CH:10]=[C:9]([Cl:11])[CH:8]=[C:7]2[C:3]=1[CH:4]=[C:5]([C:12]([OH:14])=[O:13])[NH:6]2 |f:2.3|. Reported procedure: To a solution of ethyl 4,6-dichloro-1H-indole-2-carboxylate (I-1c: 50 g, 193.72 mmol) in a solvent mixture consisting of THF & water (1:1) (900 mL) was added LiOH.H2O (24.41 g, 581.7 mmol) and the reaction mixture stirred at room temperature for 18h. The solvent (THF) was distilled-off, the residue was diluted with water (400 mL) and acidified with 2N aqueous HCl to pH 6.0. The residue was extracted in to ethyl acetate (4×150 mL), combined organic layer washed with brine (350 ml), dried on anhyd...